From a dataset of the Open Reaction Database (ORD), a public repository of structured organic reaction records. describe an organic reaction: reactants, conditions, products, and yield Reactants: ClC1=NC=NC2=CC(=CC=C12)[N+](=O)[O-] (4-chloro-7-nitroquinazoline), C(C)(C)O (isopropanol). Yields the product C(#C)C=1C=C(C=CC1)NC1=NC=NC2=CC(=CC=C12)[N+](=O)[O-] (N-(3-ethynylphenyl)-7-nitroquinazolin-4-amine). Isolated yield 94.0%. Reaction SMILES: Cl[C:2]1[C:11]2[C:6](=[CH:7][C:8]([N+:12]([O-:14])=[O:13])=[CH:9][CH:10]=2)[N:5]=[CH:4][N:3]=1.[CH:15](O)([CH3:17])[CH3:16]>>[C:15]([C:17]1[CH:11]=[C:6]([NH:5][C:2]2[C:11]3[C:6](=[CH:7][C:8]([N+:12]([O-:14])=[O:13])=[CH:9][CH:10]=3)[N:5]=[CH:4][N:3]=2)[CH:7]=[CH:8][CH:9]=1)#[CH:16]. Procedure: A mixture of 4-chloro-7-nitroquinazoline (2.0 g, 9.54 mmol), isopropanol (30 mL), and 3-thynylbenzenamine (1.2 g, 10.00 mmol) was refluxed for 5 h. The resulting mixture was cooled to room temperature and refrigerated. The precipitate was filtered out, washed with cold isopropanol several times, and dried in vacuo to give 2.6 g (94%) of N-(3-ethynylphenyl)-7-nitroquinazolin-4-amine as a yellow solid. Starting materials: O=C(O)CBr, Cc1ccccc1, CC1CCC(C(C)C)C(O)C1, O, Cc1ccc(S(=O)(=O)O)cc1. Product: CC1CCC(C(C)C)C(OC(=O)CBr)C1. RXN SMILES: [Br:12][CH2:13][C:14](=[O:15])[OH:16].[CH3:29][c:30]1[cH:31][cH:32][cH:33][cH:34][cH:35]1.[CH:1]1([CH3:11])[CH2:2][CH:3]([OH:10])[CH:4]([CH:7]([CH3:8])[CH3:9])[CH2:5][CH2:6]1.[OH2:28].[c:17]1([CH3:18])[cH:19][cH:20][c:21]([S:22]([OH:23])(=[O:24])=[O:25])[cH:26][cH:27]1>>[CH:1]1([CH3:11])[CH2:2][CH:3]([O:10][C:14]([CH2:13][Br:12])=[O:15])[CH:4]([CH:7]([CH3:8])[CH3:9])[CH2:5][CH2:6]1. Reactants: BrC=1C=C(C=NC1)CNS(=O)(=O)CC (ethanesulfonic acid (5-bromo-pyridin-3-ylmethyl)-amide), BrC=1C=C2CCC(N(C2=CC1F)C)=O (6-bromo-7-fluoro-1-methyl-3,4-dihydro-1H-quinolin-2-one), BrC=1C(=C2CCC(N(C2=CC1)C)=O)F (6-bromo-5-fluoro-1-methyl-3,4-dihydro-1H-quinolin-2-one), CC1(OB(OC1(C)C)B1OC(C(O1)(C)C)(C)C)C (4,4,4′,4′,5,5,5′,5′-octamethyl-2,2′-bi(1,3,2-dioxaborolane)), C(C)(=O)[O-].[K+] (potassium acetate). The reagents and catalysts are C1=CC=C(C=C1)P(C2=CC=CC=C2)[C]3[CH][CH][CH][CH]3.C1=CC=C(C=C1)P(C2=CC=CC=C2)[C]3[CH][CH][CH][CH]3.Cl[Pd]Cl.[Fe].C(Cl)Cl (PdCl2(DPPF) CH2Cl2). Yields the product FC1=C(C=C2CCC(N(C2=C1)C)=O)C=1C=C(C=NC1)CNS(=O)(=O)CC (ethanesulfonic acid [5-(7-fluoro-1-methyl-2-oxo-1,2,3,4-tetrahydro-quinolin-6-yl)-pyridin-3-ylmethyl]-amide), FC1=C2CCC(N(C2=CC=C1C=1C=C(C=NC1)CNS(=O)(=O)CC)C)=O (Ethanesulfonic acid [5-(5-fluoro-1-methyl-2-oxo-1,2,3,4-tetrahydro-quinolin-6-yl)-pyridin-3-ylmethyl]-amide). Reaction SMILES: Br[C:2]1[CH:3]=[C:4]2[C:9](=[CH:10][C:11]=1[F:12])[N:8]([CH3:13])[C:7](=[O:14])[CH2:6][CH2:5]2.Br[C:16]1[C:17]([F:28])=[C:18]2[C:23](=[CH:24][CH:25]=1)[N:22]([CH3:26])[C:21](=[O:27])[CH2:20][CH2:19]2.CC1(C)C(C)(C)OB(B2OC(C)(C)C(C)(C)O2)O1.C([O-])(=O)C.[K+].Br[C:53]1[CH:54]=[C:55]([CH2:59][NH:60][S:61]([CH2:64][CH3:65])(=[O:63])=[O:62])[CH:56]=[N:57][CH:58]=1>C1C=CC(P([C]2[CH][CH][CH][CH]2)C2C=CC=CC=2)=CC=1.C1C=CC(P([C]2[CH][CH][CH][CH]2)C2C=CC=CC=2)=CC=1.Cl[Pd]Cl.[Fe].C(Cl)Cl>[F:12][C:11]1[CH:10]=[C:9]2[C:4]([CH2:5][CH2:6][C:7](=[O:14])[N:8]2[CH3:13])=[CH:3][C:2]=1[C:53]1[CH:54]=[C:55]([CH2:59][NH:60][S:61]([CH2:64][CH3:65])(=[O:62])=[O:63])[CH:56]=[N:57][CH:58]=1.[F:28][C:17]1[C:16]([C:53]2[CH:54]=[C:55]([CH2:59][NH:60][S:61]([CH2:64][CH3:65])(=[O:62])=[O:63])[CH:56]=[N:57][CH:58]=2)=[CH:25][CH:24]=[C:23]2[C:18]=1[CH2:19][CH2:20][C:21](=[O:27])[N:22]2[CH3:26] |f:3.4,6.7.8.9.10,^1:70,71,72,73,74,88,89,90,91,92|. Reported procedure: In analogy to the procedure described for the preparation of intermediates A-1 [B], the mixture of 6-bromo-7-fluoro-1-methyl-3,4-dihydro-1H-quinolin-2-one and 6-bromo-5-fluoro-1-methyl-3,4-dihydro-1H-quinolin-2-one was reacted with 4,4,4′,4′,5,5,5′,5′-octamethyl-2,2′-bi(1,3,2-dioxaborolane) in the presence of potassium acetate and PdCl2(DPPF)-CH2Cl2 and the reaction product was subsequently reacted with ethanesulfonic acid (5-bromo-pyridin-3-ylmethyl)-amide (intermediate A-11) in analogy to the ... Reactants: BrC1=CC=2C3=C(C=NC2C=C1)N(C(N3C=3N(N=CC3C)C)=O)C (8-bromo-1-(2,4-dimethyl-2H-pyrazol-3-yl)-3-methyl-1,3-dihydro-imidazo[4,5-c]quinolin-2-one), BrC1=CC=2C3=C(C=NC2C=C1)N(C(N3C=3N(N=CC3C)C)=O)C (8-bromo-1-(2,4-dimethyl-2H-pyrazol-3-yl)-3-methyl-1,3-dihydro-imidazo[4,5-c]quinolin-2-one), COC1=NC=C(C=C1)B(O)O (2-methoxy-5-pyridineboronic acid). Yields the product CN1N=CC(=C1N1C(N(C=2C=NC=3C=CC(=CC3C21)C=2C=NC(=CC2)OC)C)=O)C (1-(2,4-Dimethyl-2H-pyrazol-3-yl)-8-(6-methoxy-pyridin-3-yl)-3-methyl-1,3-dihydro-imidazo[4,5-c]quinolin-2-one). RXN SMILES: Br[C:2]1[CH:11]=[CH:10][C:9]2[N:8]=[CH:7][C:6]3[N:12]([CH3:23])[C:13](=[O:22])[N:14]([C:15]4[N:16]([CH3:21])[N:17]=[CH:18][C:19]=4[CH3:20])[C:5]=3[C:4]=2[CH:3]=1.[CH3:24][O:25][C:26]1[CH:31]=[CH:30][C:29](B(O)O)=[CH:28][N:27]=1>>[CH3:21][N:16]1[C:15]([N:14]2[C:5]3[C:4]4[CH:3]=[C:2]([C:29]5[CH:28]=[N:27][C:26]([O:25][CH3:24])=[CH:31][CH:30]=5)[CH:11]=[CH:10][C:9]=4[N:8]=[CH:7][C:6]=3[N:12]([CH3:23])[C:13]2=[O:22])=[C:19]([CH3:20])[CH:18]=[N:17]1. Reported procedure: The title compound was synthesized in a similar manner as described for Example 1.1 using 8-bromo-1-(2,4-dimethyl-2H-pyrazol-3-yl)-3-methyl-1,3-dihydro-imidazo[4,5-c]quinolin-2-one (Intermediate I, 40 mg, 0.106 mmol) and 2-methoxy-5-pyridineboronic acid (Aldrich, Buchs, Switzerland, 20 mg, 0.131 mmol) to give the title compound as a white solid. (HPLC: tR 2.69 min (Method A); M+H=401 MS-ES; 1H-NMR (d6-DMSO, 400 MHz) 9.03 (s, 1H), 8.27-8.21 (m, 1H), 8.16-8.09 (m, 1H), 7.96-7.89 (m, 1H), 7.84-7.77... Reactants: F[B-](F)(F)F, CCOC(=O)C(Cc1ccc(OCC(=O)O)cc1)OCC, CCCCNCc1cccc(OC)c1OC, ClCCl, CCN(C(C)C)C(C)C, CN(C)C(On1nnc2ccccc21)=[N+](C)C. Yields the product CCCCN(Cc1cccc(OC)c1OC)C(=O)COc1ccc(CC(OCC)C(=O)OCC)cc1. Reaction SMILES: [B-:47]([F:48])([F:49])([F:50])[F:51].[CH2:17]([CH3:18])[O:19][CH:20]([CH2:21][c:22]1[cH:23][cH:24][c:25]([O:26][CH2:27][C:28](=[O:29])[OH:30])[cH:31][cH:32]1)[C:33](=[O:34])[O:35][CH2:36][CH3:37].[CH2:1]([CH2:2][CH2:3][CH3:4])[NH:5][CH2:6][c:7]1[c:8]([O:15][CH3:16])[c:9]([O:13][CH3:14])[cH:10][cH:11][cH:12]1.[CH2:69]([Cl:70])[Cl:71].[CH:38]([N:39]([CH2:40][CH3:41])[CH:42]([CH3:43])[CH3:44])([CH3:45])[CH3:46].[n:52]1([O:53][C:54]([N:55]([CH3:56])[CH3:57])=[N+:58]([CH3:59])[CH3:60])[c:61]2[cH:62][cH:63][cH:64][cH:65][c:66]2[n:67][n:68]1>>[CH2:1]([CH2:2][CH2:3][CH3:4])[N:5]([CH2:6][c:7]1[c:8]([O:15][CH3:16])[c:9]([O:13][CH3:14])[cH:10][cH:11][cH:12]1)[C:28]([CH2:27][O:26][c:25]1[cH:24][cH:23][c:22]([CH2:21][CH:20]([O:19][CH2:17][CH3:18])[C:33](=[O:34])[O:35][CH2:36][CH3:37])[cH:32][cH:31]1)=[O:29]. Reactants: CCC(C)C=CCCCCCCCCCCCCCCC(=O)OC, CC(=O)O, [H][H], O=[Pt]. The product is CCC(C)CCCCCCCCCCCCCCCCC(=O)OC. As a reaction SMILES: [CH3:1][CH:2]([CH:3]=[CH:4][CH2:5][CH2:6][CH2:7][CH2:8][CH2:9][CH2:10][CH2:11][CH2:12][CH2:13][CH2:14][CH2:15][CH2:16][CH2:17][CH2:18][C:19](=[O:20])[O:21][CH3:22])[CH2:23][CH3:24].[CH3:29][C:30](=[O:31])[OH:32].[H:25][H:26].[Pt:27]=[O:28]>>[CH3:1][CH:2]([CH2:3][CH2:4][CH2:5][CH2:6][CH2:7][CH2:8][CH2:9][CH2:10][CH2:11][CH2:12][CH2:13][CH2:14][CH2:15][CH2:16][CH2:17][CH2:18][C:19](=[O:20])[O:21][CH3:22])[CH2:23][CH3:24]. Reactants: C1N(CC2C1CNC2)C(=O)C2=C(C=CC=C2)C=2SC=CC2 ((Hexahydro-pyrrolo[3,4-c]pyrrol-2-yl)-(2-thiophen-2-yl-phenyl)-methanone), ClC=1SC2=C(N1)C=CC(=C2)F (2-chloro-6-fluoro-benzothiazole). The product is FC1=CC2=C(N=C(S2)N2CC3CN(CC3C2)C(=O)C2=C(C=CC=C2)C=2SC=CC2)C=C1 (6-Fluoro-2-{5-[(2-thiophen-2-ylphenyl)carbonyl]hexahydropyrrolo[3,4-c]pyrrol-2(1H)-yl}-1,3-benzothiazole). Reaction SMILES: [CH2:1]1[CH:5]2[CH2:6][NH:7][CH2:8][CH:4]2[CH2:3][N:2]1[C:9]([C:11]1[CH:16]=[CH:15][CH:14]=[CH:13][C:12]=1[C:17]1[S:18][CH:19]=[CH:20][CH:21]=1)=[O:10].Cl[C:23]1[S:24][C:25]2[CH:31]=[C:30]([F:32])[CH:29]=[CH:28][C:26]=2[N:27]=1>>[F:32][C:30]1[CH:29]=[CH:28][C:26]2[N:27]=[C:23]([N:7]3[CH2:8][CH:4]4[CH:5]([CH2:1][N:2]([C:9]([C:11]5[CH:16]=[CH:15][CH:14]=[CH:13][C:12]=5[C:17]5[S:18][CH:19]=[CH:20][CH:21]=5)=[O:10])[CH2:3]4)[CH2:6]3)[S:24][C:25]=2[CH:31]=1. Procedure details: The title compound was prepared in a manner analogous to Example 15 utilizing Intermediate 37 and 2-chloro-6-fluoro-benzothiazole. MS (ESI) mass calcd. for C24H20FN3OS2, 449.57; m/z found, 450.0 [M+H]+.